Task: describe an organic reaction: reactants, conditions, products, and yield. Dataset: the Open Reaction Database (ORD), a public repository of structured organic reaction records The reactants are BrC=1C=C(C=CC1)O (3-bromophenol), C([O-])([O-])=O.[Cs+].[Cs+] (cesium carbonate), BrCCCC(=O)OCC (ethyl 4-bromobutanoate). The solvent is CN(C=O)C (dimethylformamide). Reaction conditions: time 2.5 hour. The product is BrC=1C=C(OCCCC(=O)OCC)C=CC1 (ethyl 4-(3-bromophenoxy)butanoate). Isolated yield 99.5%. As a reaction SMILES: [Br:1][C:2]1[CH:3]=[C:4]([OH:8])[CH:5]=[CH:6][CH:7]=1.C(=O)([O-])[O-].[Cs+].[Cs+].Br[CH2:16][CH2:17][CH2:18][C:19]([O:21][CH2:22][CH3:23])=[O:20]>CN(C)C=O>[Br:1][C:2]1[CH:3]=[C:4]([CH:5]=[CH:6][CH:7]=1)[O:8][CH2:16][CH2:17][CH2:18][C:19]([O:21][CH2:22][CH3:23])=[O:20] |f:1.2.3|. Procedure details: To a solution of 3-bromophenol (2 g, 11.56 mmol) in dimethylformamide (10 mL) was added sequentially cesium carbonate (11.30 g, 34.7 mmol) and ethyl 4-bromobutanoate (1.66 mL, 11.6 mmol) at room temperature. The heterogeneous reaction mixture was stirred at room temperature for 2.5 h. The reaction mixture was partitioned between ether (75 mL) and water (50 mL). The ether layer was collected, washed with brine (50 mL), dried over sodium sulfate, and concentrated to yield ethyl 4-(3-bromophenoxy)b... Reactants: BrC1=CSC2=C1C(NC=C2)=O (3-Bromothieno[3,2-c]pyridin-4(5H)-one), N1CCOCC1 (morpholine). Product: O1CCN(CC1)C1=CSC2=C1C(NC=C2)=O (3-Morpholinothieno[3,2-c]pyridin-4(5H)-one). The yield is 42.7%. As a reaction SMILES: Br[C:2]1[C:6]2[C:7](=[O:11])[NH:8][CH:9]=[CH:10][C:5]=2[S:4][CH:3]=1.[NH:12]1[CH2:17][CH2:16][O:15][CH2:14][CH2:13]1>>[O:15]1[CH2:16][CH2:17][N:12]([C:2]2[C:6]3[C:7](=[O:11])[NH:8][CH:9]=[CH:10][C:5]=3[S:4][CH:3]=2)[CH2:13][CH2:14]1. Procedure: 3-Bromothieno[3,2-c]pyridin-4(5H)-one from Example 202.3 (411 mg, 1.786 mmol) and morpholine 81501 mg, 17.23 mmol) were stirred in a microwave for 3 h at 220° C. The mixture was poured onto water and extracted with DCM. The organic phase was concentrated and the residue was recrystallized from EA to give 180 mg (yield: 42.6%) of the title compound.